This data is from the Open Reaction Database (ORD), a public repository of structured organic reaction records. The task is: describe an organic reaction: reactants, conditions, products, and yield Reactants: O=C1N(c2ccc(OC(F)(F)F)cc2)CCC12CCN(c1cccc(OCc3ccccc3)n1)CC2, CO, [Pd]. The product is O=C1N(c2ccc(OC(F)(F)F)cc2)CCC12CCN(c1cccc(O)n1)CC2. As a reaction SMILES: [CH2:1]([c:2]1[cH:3][cH:4][cH:5][cH:6][cH:7]1)[O:8][c:9]1[cH:10][cH:11][cH:12][c:13]([N:15]2[CH2:16][CH2:17][C:18]3([CH2:19][CH2:20][N:21]([c:24]4[cH:25][cH:26][c:27]([O:30][C:31]([F:32])([F:33])[F:34])[cH:28][cH:29]4)[C:22]3=[O:23])[CH2:35][CH2:36]2)[n:14]1.[CH3:37][OH:38].[Pd:39]>>[OH:8][c:9]1[cH:10][cH:11][cH:12][c:13]([N:15]2[CH2:16][CH2:17][C:18]3([CH2:19][CH2:20][N:21]([c:24]4[cH:25][cH:26][c:27]([O:30][C:31]([F:32])([F:33])[F:34])[cH:28][cH:29]4)[C:22]3=[O:23])[CH2:35][CH2:36]2)[n:14]1. Reactants: C(C)(C)(C)OC(N(CC1=CC(=C(C=C1)F)F)CC=CC1=CC=C(C=C1)Cl)=O ([3-(4-chloro-phenyl)-allyl]-(3,4-difluoro-benzyl)-carbamic acid tert-butyl ester), C(=O)([O-])[O-].[K+].[K+] (K2CO3). Run in Cl (HCl), O1CCOCC1 (dioxane). The product is ClC1=CC=C(C=C1)C=CCNCC1=CC(=C(C=C1)F)F ([3-(4-chloro-phenyl)-allyl]-(3,4-difluoro-benzyl)-amine). The yield is 97.9%. RXN SMILES: C(OC(=O)[N:7]([CH2:17][CH:18]=[CH:19][C:20]1[CH:25]=[CH:24][C:23]([Cl:26])=[CH:22][CH:21]=1)[CH2:8][C:9]1[CH:14]=[CH:13][C:12]([F:15])=[C:11]([F:16])[CH:10]=1)(C)(C)C.C([O-])([O-])=O.[K+].[K+]>Cl.O1CCOCC1>[Cl:26][C:23]1[CH:22]=[CH:21][C:20]([CH:19]=[CH:18][CH2:17][NH:7][CH2:8][C:9]2[CH:14]=[CH:13][C:12]([F:15])=[C:11]([F:16])[CH:10]=2)=[CH:25][CH:24]=1 |f:1.2.3|. Procedure: A solution of [3-(4-chloro-phenyl)-allyl]-(3,4-difluoro-benzyl)-carbamic acid tert-butyl ester (2.04 g) in 20 mL of 4N HCl in dioxane was stirred at room temperature for 1 hr. The solution was poured into 150 mL of aq. K2CO3, and extracted with 3×50 mL of ethyl acetate. The combined organic layer was washed with 50 mL brine, dried over Na2SO4, filtered and concentrated to provide 1.49 g of [3-(4-chloro-phenyl)-allyl]-(3,4-difluoro-benzyl)-amine. The product is C1(CCCCC1)ON1C(CC(CC1(C)C)O)(C)C (1-Cyclohexyloxy-2,2,6,6-tetramethyl-piperidin-4-ol). Starting materials: C1(CC=CCC1)ON1C(CC(CC1(C)C)O)(C)C (1-Cyclohex-3-enyloxy-2,2,6,6-tetramethyl-piperidin-4-ol), compound H, C(C1CCC=CC1)=O (1,2,3,6-tetrahydrobenzaldehyde). Procedure details: In analogy, 1-Cyclohex-3-enyloxy-2,2,6,6-tetramethyl-piperidin-4-ol, compound H, can be prepared using 1,2,3,6-tetrahydrobenzaldehyde. As a reaction SMILES: [CH:1]1([O:7][N:8]2[C:13]([CH3:15])([CH3:14])[CH2:12][CH:11]([OH:16])[CH2:10][C:9]2([CH3:18])[CH3:17])[CH2:6][CH2:5][CH:4]=[CH:3][CH2:2]1.C(=O)C1CC=CCC1>>[CH:1]1([O:7][N:8]2[C:9]([CH3:17])([CH3:18])[CH2:10][CH:11]([OH:16])[CH2:12][C:13]2([CH3:15])[CH3:14])[CH2:2][CH2:3][CH2:4][CH2:5][CH2:6]1. Reactants: ClCC(=O)N1C2=C(C(NC3=C1C=CC=C3)=O)C=CC=N2 (11-(2-chloroacetyl)-6,11-dihydro-5H-pyrido[2,3-b][1,5]benzodiazepin-5-one), CC1NCCCC1 (2-methylpiperidine). Run in O1CCOCC1 (dioxane). Run at time 2 hour. Yields the product CC1N(CCCC1)CC(=O)N1C2=C(C(NC3=C1C=CC=C3)=O)C=CC=N2 (11-[2-(2-methylpiperidin-1-yl)acetyl]-6,11-dihydro-5H-pyrido[2,3-b][1,5]benzodiazepin-5-one). The yield is 37.2%. RXN SMILES: Cl[CH2:2][C:3]([N:5]1[C:11]2[CH:12]=[CH:13][CH:14]=[CH:15][C:10]=2[NH:9][C:8](=[O:16])[C:7]2[CH:17]=[CH:18][CH:19]=[N:20][C:6]1=2)=[O:4].[CH3:21][CH:22]1[CH2:27][CH2:26][CH2:25][CH2:24][NH:23]1>O1CCOCC1>[CH3:21][CH:22]1[CH2:27][CH2:26][CH2:25][CH2:24][N:23]1[CH2:2][C:3]([N:5]1[C:11]2[CH:12]=[CH:13][CH:14]=[CH:15][C:10]=2[NH:9][C:8](=[O:16])[C:7]2[CH:17]=[CH:18][CH:19]=[N:20][C:6]1=2)=[O:4]. Procedure details: A suspension of 11-(2-chloroacetyl)-6,11-dihydro-5H-pyrido[2,3-b][1,5]benzodiazepin-5-one (2.9 g) and 2-methylpiperidine (2.37 ml) in dioxane (30 ml) was refluxed under stirred for two hours. After cooling and filtration, the collected solid was crystallized from absolute ethanol to give 1.3 g (37.2%) of 11-[2-(2-methylpiperidin-1-yl)acetyl]-6,11-dihydro-5H-pyrido[2,3-b][1,5]benzodiazepin-5-one melting at 248°-249° C. (dec.). Starting materials: CC(C(=O)NC1=C(C=C(C=C1)C)C1=NC(=NC=C1)SC)(C)C (2,2-dimethyl-N-[4-methyl-2-[2-(methylthio)-4-pyrimidinyl]phenyl]propanamide), Cl (hydrochloric acid). The solvent is C(C)(=O)O (acetic acid). The product is CC1=CC(=C(C=C1)N)C1=NC(=NC=C1)SC (4-methyl-2-[2-(methylthio)-4-pyrimidinyl]benzenamine). Isolated yield 35.2%. Reaction SMILES: CC(C)(C)C([NH:5][C:6]1[CH:11]=[CH:10][C:9]([CH3:12])=[CH:8][C:7]=1[C:13]1[CH:18]=[CH:17][N:16]=[C:15]([S:19][CH3:20])[N:14]=1)=O.Cl>C(O)(=O)C>[CH3:12][C:9]1[CH:10]=[CH:11][C:6]([NH2:5])=[C:7]([C:13]2[CH:18]=[CH:17][N:16]=[C:15]([S:19][CH3:20])[N:14]=2)[CH:8]=1. Procedure details: 24 g 2,2-dimethyl-N-[4-methyl-2-[2-(methylthio)-4-pyrimidinyl]phenyl]propanamide was dissolved in 120 mL glacial acetic acid and the mixture warmed to reflux when 60 mL 15% hydrochloric acid solution was gradually added. After the addition was completed, the reaction mixture was heated at reflux for 4 h. After cooling, volatiles were removed in vacuo, the residue was taken up in 200 mL water and ice was added. The resulting mixture was neutralized to pH 10 with 5% sodium hydroxide solution and e... Reactants: C(C)N(C1=C(C=CC(=C1)OC)C1CC=2C=CC(=CC2CC1)OC(C(C)(C)C)=O)C(C1=CC=C(C=C1)O)=O (pivalic acid 6-{2-[ethyl(4-hydroxybenzoyl)amino]-4-methoxyphenyl}-5,6,7,8-tetrahydronaphthalen-2-yl ester), ClCC(=O)NCCF (2-chloro-N-(2-fluoroethyl)acetamide). Product: C(C)N(C1=C(C=CC(=C1)OC)C1CC=2C=CC(=CC2CC1)O)CC1=CC=C(C=C1)OCCNCCF (6-{2-{Ethyl{4-[2-(2-fluoroethylamino)ethoxy]benzyl}amino}-4-methoxyphenyl}-5,6,7,8-tetrahydronaphthalen-2-ol). Yield: 40.7%. As a reaction SMILES: [CH2:1]([N:3]([C:29](=O)[C:30]1[CH:35]=[CH:34][C:33]([OH:36])=[CH:32][CH:31]=1)[C:4]1[CH:9]=[C:8]([O:10][CH3:11])[CH:7]=[CH:6][C:5]=1[CH:12]1[CH2:21][CH2:20][C:19]2[CH:18]=[C:17]([O:22]C(=O)C(C)(C)C)[CH:16]=[CH:15][C:14]=2[CH2:13]1)[CH3:2].Cl[CH2:39][C:40]([NH:42][CH2:43][CH2:44][F:45])=O>>[CH2:1]([N:3]([CH2:29][C:30]1[CH:31]=[CH:32][C:33]([O:36][CH2:39][CH2:40][NH:42][CH2:43][CH2:44][F:45])=[CH:34][CH:35]=1)[C:4]1[CH:9]=[C:8]([O:10][CH3:11])[CH:7]=[CH:6][C:5]=1[CH:12]1[CH2:21][CH2:20][C:19]2[CH:18]=[C:17]([OH:22])[CH:16]=[CH:15][C:14]=2[CH2:13]1)[CH3:2]. Procedure details: Synthesized from pivalic acid 6-{2-[ethyl(4-hydroxybenzoyl)amino]-4-methoxyphenyl}-5,6,7,8-tetrahydronaphthalen-2-yl ester (25 mg) and 2-chloro-N-(2-fluoroethyl)acetamide (13 mg) according to an analogous synthetic method to Example 567 and purified by LC-MS, the title compound (10 mg) was obtained. The reactants are O=[N+]([O-])c1c(F)cc(Br)cc1-n1cccn1, CCO, CO, N. The product is Nc1cc(Br)cc(-n2cccn2)c1[N+](=O)[O-]. RXN SMILES: [Br:1][c:2]1[cH:3][c:4]([F:16])[c:5]([N+:13](=[O:14])[O-:15])[c:6](-[n:8]2[n:9][cH:10][cH:11][cH:12]2)[cH:7]1.[CH3:18][CH2:19][OH:20].[CH3:21][OH:22].[NH3:17]>>[Br:1][c:2]1[cH:3][c:4]([NH2:17])[c:5]([N+:13](=[O:14])[O-:15])[c:6](-[n:8]2[n:9][cH:10][cH:11][cH:12]2)[cH:7]1. The reactants are C(C)(C)(C)OC(=O)NC(C(=O)O)CNC1=C(C=CC=C1)[N+](=O)[O-] (2-tert-Butoxycarbonylamino-3-(2-nitrophenyl)aminopropionic acid). The reagents and catalysts are [C].[Pd] (Palladium carbon). Solvent: CO (methanol). Reaction conditions: time 1 hour. Product: O=C1C(CNC2=C(N1)C=CC=C2)NC(=O)OC(C)(C)C (2-oxo-3-tert-butoxycarbonylamino-1,3,4,5-tetrahydro-2H-1,5-benzodiazepine). Yield: 75.8%. As a reaction SMILES: [C:1]([O:5][C:6]([NH:8][CH:9]([CH2:13][NH:14][C:15]1[CH:20]=[CH:19][CH:18]=[CH:17][C:16]=1[N+:21]([O-])=O)[C:10](O)=[O:11])=[O:7])([CH3:4])([CH3:3])[CH3:2]>CO.[C].[Pd]>[O:11]=[C:10]1[NH:21][C:16]2[CH:17]=[CH:18][CH:19]=[CH:20][C:15]=2[NH:14][CH2:13][CH:9]1[NH:8][C:6]([O:5][C:1]([CH3:4])([CH3:3])[CH3:2])=[O:7] |f:2.3|. Procedure details: 2-tert-Butoxycarbonylamino-3-(2-nitrophenyl)aminopropionic acid (325 mg) was dissolved in methanol (50 ml). 10% Palladium carbon (50 mg) was added thereto, and the mixture was stirred at room temperature for one hour under hydrogen atmosphere. The resultant mixture was filtrated, and the filtrate was concentrated under reduced pressure to thereby obtain 2-tert-butoxycarbonylamino-3-(2-aminophenyl)aminopropionic acid, which was suspended in toluene (30 ml), and the mixture was refluxed with heat ... The reactants are CC(C)C[Al+]CC(C)C, CC(C)(C)C1OC(=O)C2C1C2(C)C, Cc1ccccc1, [H-]. The product is CC(C)(C)C1OC(O)C2C1C2(C)C. RXN SMILES: [CH2:2]([Al+:3][CH2:4][CH:5]([CH3:6])[CH3:7])[CH:8]([CH3:9])[CH3:10].[CH3:11][C:12]1([CH3:23])[CH:13]2[CH:14]([C:19]([CH3:20])([CH3:21])[CH3:22])[O:15][C:16](=[O:18])[CH:17]12.[CH3:24][c:25]1[cH:26][cH:27][cH:28][cH:29][cH:30]1.[H-:1]>>[CH3:11][C:12]1([CH3:23])[CH:13]2[CH:14]([C:19]([CH3:20])([CH3:21])[CH3:22])[O:15][CH:16]([OH:18])[CH:17]12.